Dataset: the Open Reaction Database (ORD), a public repository of structured organic reaction records. Task: describe an organic reaction: reactants, conditions, products, and yield Reported procedure: A mixture of 1-benzyl-2-chloro-6-methoxy-1H-benzoimidazole (600 mg), hydrobromic acid (48%, 11 ml) and glacial acetic acid (6 ml) was heated under reflux for 1 hour. After cooling the mixture was neutralised by addition of 10% sodium bicarbonate solution then extracted 3 times with dichloromethane (30 ml). The combined extracts were dried over magnesium sulfate and then evaporated to give 3-benzyl-2-chloro-3H-benzoimidazol-5-ol (470 mg) as a yellow solid. Mass spectrum: 259 [M+H]+ retention time... Solvent: C(C)(=O)O (acetic acid). The product is C(C1=CC=CC=C1)N1C(=NC2=C1C=C(C=C2)O)Cl (3-benzyl-2-chloro-3H-benzoimidazol-5-ol). Reaction SMILES: [CH2:1]([N:8]1[C:12]2[CH:13]=[C:14]([O:17]C)[CH:15]=[CH:16][C:11]=2[N:10]=[C:9]1[Cl:19])[C:2]1[CH:7]=[CH:6][CH:5]=[CH:4][CH:3]=1.Br.C(=O)(O)[O-].[Na+]>C(O)(=O)C>[CH2:1]([N:8]1[C:12]2[CH:13]=[C:14]([OH:17])[CH:15]=[CH:16][C:11]=2[N:10]=[C:9]1[Cl:19])[C:2]1[CH:3]=[CH:4][CH:5]=[CH:6][CH:7]=1 |f:2.3|. Isolated yield 82.6%. Reactants: C(C1=CC=CC=C1)N1C(=NC2=C1C=C(C=C2)OC)Cl (1-benzyl-2-chloro-6-methoxy-1H-benzoimidazole), Br (hydrobromic acid), C([O-])(O)=O.[Na+] (sodium bicarbonate). Starting materials: ClC(=C(C)C)N(C)C (1-Chloro-N,N,2-trimethylprop-1-en-1-amine), BrC=1N=C(SC1)[C@@]1(CO[C@H](C[C@H]1CO)C)NC(=S)NC(C1=CC=CC=C1)=O (N-{[(3R,4R,6S)-3-(4-bromo-1,3-thiazol-2-yl)-4-(hydroxymethyl)-6-methyltetrahydro-2H-pyran-3-yl]carbamothioyl}benzamide). Solvent: ClCCl (dichloromethane). Conditions: time 1 hour. Yields the product BrC=1N=C(SC1)[C@@]12N=C(SC[C@@H]1C[C@@H](OC2)C)NC(C2=CC=CC=C2)=O (N-[(4aR,6S,8aR)-8a-(4-bromo-1,3-thiazol-2-yl)-6-methyl-4,4a,5,6,8,8a-hexahydropyrano[3,4-d][1,3]thiazin-2-yl]benzamide). RXN SMILES: ClC(N(C)C)=C(C)C.[Br:9][C:10]1[N:11]=[C:12]([C@@:15]2([NH:24][C:25]([NH:27][C:28](=[O:35])[C:29]3[CH:34]=[CH:33][CH:32]=[CH:31][CH:30]=3)=[S:26])[C@H:20]([CH2:21]O)[CH2:19][C@H:18]([CH3:23])[O:17][CH2:16]2)[S:13][CH:14]=1>ClCCl>[Br:9][C:10]1[N:11]=[C:12]([C@:15]23[CH2:16][O:17][C@@H:18]([CH3:23])[CH2:19][C@H:20]2[CH2:21][S:26][C:25]([NH:27][C:28](=[O:35])[C:29]2[CH:34]=[CH:33][CH:32]=[CH:31][CH:30]=2)=[N:24]3)[S:13][CH:14]=1. Procedure details: 1-Chloro-N,N,2-trimethylprop-1-en-1-amine (Ghosez's reagent, 7.85 mL, 59.3 mmol) was added drop-wise to a solution of C5 (9.30 g, 19.8 mmol) in dichloromethane (200 mL). After 1 hour at room temperature, the reaction mixture was partitioned between dichloromethane and saturated aqueous sodium bicarbonate solution. The organic layer was washed with saturated aqueous sodium chloride solution, dried over sodium sulfate, filtered, and concentrated in vacuo. Silica gel chromatography (Gradient: 0% to... The reactants are C(=O)([O-])[O-].[K+].[K+] (K2CO3), OC1=CC=C(C=C1)N1C(OC(C1)COC)=O (3-(4-hydroxyphenyl) 5-methoxymethyl 2-oxazolidinone), S(=O)(=O)(C1=CC=C(C)C=C1)OCCC(C)O (1-tosyloxy 3-butanol). The solvent is C(C)C(=O)C (methyl ethyl ketone). The product is OC(CCOC1=CC=C(C=C1)N1C(OC(C1)COC)=O)C (3-[4-(3-hydroxybutoxy)phenyl]5-methoxymethyl 2-oxazolidinone). The yield is 70.0%. As a reaction SMILES: C([O-])([O-])=O.[K+].[K+].[OH:7][C:8]1[CH:13]=[CH:12][C:11]([N:14]2[CH2:18][CH:17]([CH2:19][O:20][CH3:21])[O:16][C:15]2=[O:22])=[CH:10][CH:9]=1.S(O[CH2:34][CH2:35][CH:36]([OH:38])[CH3:37])(C1C=CC(C)=CC=1)(=O)=O>C(C(C)=O)C>[OH:38][CH:36]([CH3:37])[CH2:35][CH2:34][O:7][C:8]1[CH:9]=[CH:10][C:11]([N:14]2[CH2:18][CH:17]([CH2:19][O:20][CH3:21])[O:16][C:15]2=[O:22])=[CH:12][CH:13]=1 |f:0.1.2|. Procedure: 28.2 g (0.2 mol) of K2CO3 and 22.8 g (0.102 mol) of 3-(4-hydroxyphenyl) 5-methoxymethyl 2-oxazolidinone (Code No. 780232) were added to a solution of 27.5 g (0.112 mol) of 1-tosyloxy 3-butanol in 250 ml of methyl ethyl ketone. The mixture was reflux-heated for 41/2 hours. After filtration and concentration, the residue was dissolved in 200 ml CH2Cl2 and the organic phase was washed with water saturated with NaCl, dried over Na2SO4 and concentrated. After purification by chromatographic flash [si... Reported procedure: The position numbering system of the following azuleno[1,2-c]thiophene derivatives is ##STR12## Azuleno[1,2-c]thiophene 7-Methylazuleno[1,2-c]thiophene The reactants are C1=C2C(=CS1)C1=CC=CC=CC1=C2 (azuleno[1,2-c]thiophene), CC1=CC2=CC=3C(=CSC3)C2=CC=C1.C1=C2C(=CS1)C1=CC=CC=CC1=C2 (Azuleno[1,2-c]thiophene 7-Methylazuleno[1,2-c]thiophene). RXN SMILES: [CH:1]1[S:5][CH:4]=[C:3]2[C:6]3[C:12](=[CH:13][C:2]=12)[CH:11]=[CH:10][CH:9]=[CH:8][CH:7]=3.[CH3:14][C:15]1C=CC=C2C(=CC3C2=CSC=3)[CH:16]=1.C1SC=C2C3C(=CC=12)C=CC=CC=3>>[CH:15]([C:8]1[CH:7]=[C:6]2[C:12]([CH:11]=[CH:10][CH:9]=1)=[C:13]1[C:4]([S:5][CH:1]=[CH:2]1)=[CH:3]2)([CH3:16])[CH3:14] |f:1.2|. Product: C(C)(C)C=1C=C2C=C3SC=CC3=C2C=CC1 (7-Isopropylazuleno[2,1-b]thiophene).